This data is from the Open Reaction Database (ORD), a public repository of structured organic reaction records. The task is: describe an organic reaction: reactants, conditions, products, and yield The reactants are NCC=1C=C2C(C(N(C2=CC1)CCCCCCCCCCCCCC)=C)(C)C (5-aminomethyl-3,3-dimethyl-2-methylene-1-tetradecyl-indoline), C(=O)OC (methyl formate). Conditions: temperature 55 celsius. Product: C(=O)NCC=1C=C2C(C(N(C2=CC1)CCCCCCCCCCCCCC)=C)(C)C (5-(N-formylaminomethyl)-3,3dimethyl-2-methylene-1-tetradecyl-indoline). Yield: 68.0%. As a reaction SMILES: [NH2:1][CH2:2][C:3]1[CH:4]=[C:5]2[C:9](=[CH:10][CH:11]=1)[N:8]([CH2:12][CH2:13][CH2:14][CH2:15][CH2:16][CH2:17][CH2:18][CH2:19][CH2:20][CH2:21][CH2:22][CH2:23][CH2:24][CH3:25])[C:7](=[CH2:26])[C:6]2([CH3:28])[CH3:27].[CH:29](OC)=[O:30]>>[CH:29]([NH:1][CH2:2][C:3]1[CH:4]=[C:5]2[C:9](=[CH:10][CH:11]=1)[N:8]([CH2:12][CH2:13][CH2:14][CH2:15][CH2:16][CH2:17][CH2:18][CH2:19][CH2:20][CH2:21][CH2:22][CH2:23][CH2:24][CH3:25])[C:7](=[CH2:26])[C:6]2([CH3:27])[CH3:28])=[O:30]. Procedure: 5-aminomethyl-3,3-dimethyl-2-methylene-1-tetradecyl-indoline (14.88 g, 38.75 mmol) was dissolved in methyl formate (75 ml) and heated to reflux (55° C.) under argon for 24 hours. The solution was then cooled to room temperature and the methyl formate evaporated. The residue was recrystallized from hexane to yield 5-(N-formylaminomethyl)-3,3dimethyl-2-methylene-1-tetradecyl-indoline (4) (10.85 g, 68%). Reactants: COC=C1C(=O)NC(=O)c2ccc(-n3cccc3)cc21, CN(C)C=O, COc1coc(CN)cc1=O. The product is COc1coc(CNC=C2C(=O)NC(=O)c3ccc(-n4cccc4)cc32)cc1=O. Reaction SMILES: [CH3:12][O:13][CH:14]=[C:15]1[C:16](=[O:31])[NH:17][C:18](=[O:30])[c:19]2[cH:20][cH:21][c:22](-[n:25]3[cH:26][cH:27][cH:28][cH:29]3)[cH:23][c:24]21.[CH3:32][N:33]([CH3:34])[CH:35]=[O:36].[NH2:1][CH2:2][c:3]1[o:4][cH:5][c:6]([O:10][CH3:11])[c:7](=[O:9])[cH:8]1>>[NH:1]([CH2:2][c:3]1[o:4][cH:5][c:6]([O:10][CH3:11])[c:7](=[O:9])[cH:8]1)[CH:14]=[C:15]1[C:16](=[O:31])[NH:17][C:18](=[O:30])[c:19]2[cH:20][cH:21][c:22](-[n:25]3[cH:26][cH:27][cH:28][cH:29]3)[cH:23][c:24]21. The reactants are IC1=CC=CC=C1 (Iodobenzene), NC1=C(C(=O)OC(C)(C)C)C=CC(=C1)C1=CC=CC=C1 (tert-butyl 2-amino-4-phenylbenzoate), C1(=CC=CC=C1)P(C1=C(C2=CC=CC=C2C=C1)C1=C(C=CC2=CC=CC=C12)P(C1=CC=CC=C1)C1=CC=CC=C1)C1=CC=CC=C1 (rac-2,2′-bis(diphenylphosphino)-1,1′-binaphthyl), C([O-])([O-])=O.[Cs+].[Cs+] (cesium carbonate), C1(=CC=CC=C1)P(C1=C(C2=CC=CC=C2C=C1)C1=C(C=CC2=CC=CC=C12)P(C1=CC=CC=C1)C1=CC=CC=C1)C1=CC=CC=C1 (rac-2,2′-bis(diphenylphosphino)-1,1′-binaphthyl). The reagents and catalysts are C(C)(=O)[O-].[Pd+2].C(C)(=O)[O-] (palladium acetate), C(C)(=O)[O-].[Pd+2].C(C)(=O)[O-] (palladium acetate). Run in C1(=CC=CC=C1)C (toluene). Yields the product N(C1=CC=CC=C1)C1=C(C(=O)OC(C)(C)C)C=CC(=C1)C1=CC=CC=C1 (tert-butyl 2-anilino-4-phenylbenzoate). Reaction SMILES: I[C:2]1[CH:7]=[CH:6][CH:5]=[CH:4][CH:3]=1.[NH2:8][C:9]1[CH:21]=[C:20]([C:22]2[CH:27]=[CH:26][CH:25]=[CH:24][CH:23]=2)[CH:19]=[CH:18][C:10]=1[C:11]([O:13][C:14]([CH3:17])([CH3:16])[CH3:15])=[O:12].C1(P(C2C=CC=CC=2)C2C=CC3C(=CC=CC=3)C=2C2C3C(=CC=CC=3)C=CC=2P(C2C=CC=CC=2)C2C=CC=CC=2)C=CC=CC=1.C(=O)([O-])[O-].[Cs+].[Cs+]>C([O-])(=O)C.[Pd+2].C([O-])(=O)C.C1(C)C=CC=CC=1>[NH:8]([C:9]1[CH:21]=[C:20]([C:22]2[CH:23]=[CH:24][CH:25]=[CH:26][CH:27]=2)[CH:19]=[CH:18][C:10]=1[C:11]([O:13][C:14]([CH3:17])([CH3:16])[CH3:15])=[O:12])[C:2]1[CH:7]=[CH:6][CH:5]=[CH:4][CH:3]=1 |f:3.4.5,6.7.8|. Procedure: Iodobenzene 0.10 mL was added to toluene 3.0 mL suspension of tert-butyl 2-amino-4-phenylbenzoate 0.10 g, rac-2,2′-bis(diphenylphosphino)-1,1′-binaphthyl 2.3 mg, palladium acetate 0.8 mg and cesium carbonate 0.24 g, and it was heated and refluxed for 24 hours. After the reaction mixture was cooled to room temperature, rac-2,2′-bis(diphenylphosphino)-1,1′-binaphthyl 2.3 mg and palladium acetate 0.8 mg were added to it, and it was heated and refluxed for 24 hours. After the reaction mixture was co...